This data is from the Open Reaction Database (ORD), a public repository of structured organic reaction records. The task is: describe an organic reaction: reactants, conditions, products, and yield The reactants are C1NCC(N2C1C1=CC=CC=C1CC2)=O (1,2,3,6,7,11b-Hexahydro-pyrazino[2,1-a]isoquinolin-4-one), [H-].[Al+3].[Li+].[H-].[H-].[H-] (lithium aluminum hydride), O (Water), [OH-].[Na+] (sodium hydroxide), O (water), ice. Solvent: O1CCCC1 (tetrahydrofuran). Yields the product C1NCCN2C1C1=CC=CC=C1CC2 (1,3,4,6,7,11b-hexahydro-2H-pyrazino[2,1-a]isoquinoline). Yield: 98.1%. RXN SMILES: [CH2:1]1[CH:6]2[C:7]3[C:12]([CH2:13][CH2:14][N:5]2[C:4](=O)[CH2:3][NH:2]1)=[CH:11][CH:10]=[CH:9][CH:8]=3.[H-].[Al+3].[Li+].[H-].[H-].[H-].O.[OH-].[Na+]>O1CCCC1>[CH2:1]1[CH:6]2[C:7]3[C:12]([CH2:13][CH2:14][N:5]2[CH2:4][CH2:3][NH:2]1)=[CH:11][CH:10]=[CH:9][CH:8]=3 |f:1.2.3.4.5.6,8.9|. Procedure: 1,2,3,6,7,11b-Hexahydro-pyrazino[2,1-a]isoquinolin-4-one (3.03 g, 15.0 mmol) was added to a solution of lithium aluminum hydride (1.14 g, 30.0 mmol) in tetrahydrofuran (63 ml) and the mixture was refluxed for 6 hours. Water (1.2 ml), 15% aqueous sodium hydroxide (1.2 ml) and water (3.2 ml) were added sequentially to the ice-cooled solution, and filtration of the precipitate and removal of the solvent under reduced pressure afforded 1,3,4,6,7,11b-hexahydro-2H-pyrazino[2,1-a]isoquinoline (2.77 g, ...